This data is from the Open Reaction Database (ORD), a public repository of structured organic reaction records. The task is: describe an organic reaction: reactants, conditions, products, and yield The reactants are C(C)(=O)OC(C)=O (acetic anhydride), BrC=1C=C(C=C(C1OC)OC)C1CC(OC2=CC(=CC=C12)N(C)C)O (4-(3-bromo-4,5-dimethoxyphenyl)-7-dimethylamino-2-hydroxy-chroman), CN(C)C1=NC=CC=C1 (dimethylamino-pyridine), N1=CC=CC=C1 (pyridine). Run in ClCCl (dichloromethane). Conditions: time 8 hour. The product is C(C)(=O)OC1OC2=CC(=CC=C2C(C1)C1=CC(=C(C(=C1)OC)OC)Br)N(C)C (2-Acetoxy-4-(3-bromo-4,5-dimethoxyphenyl)-7-dimethylamino-chroman), crude material. Reaction SMILES: [Br:1][C:2]1[CH:3]=[C:4]([CH:12]2[C:21]3[C:16](=[CH:17][C:18]([N:22]([CH3:24])[CH3:23])=[CH:19][CH:20]=3)[O:15][CH:14]([OH:25])[CH2:13]2)[CH:5]=[C:6]([O:10][CH3:11])[C:7]=1[O:8][CH3:9].CN(C1C=CC=CN=1)C.N1C=CC=CC=1.[C:41](OC(=O)C)(=[O:43])[CH3:42]>ClCCl>[C:41]([O:25][CH:14]1[CH2:13][CH:12]([C:4]2[CH:5]=[C:6]([O:10][CH3:11])[C:7]([O:8][CH3:9])=[C:2]([Br:1])[CH:3]=2)[C:21]2[C:16](=[CH:17][C:18]([N:22]([CH3:23])[CH3:24])=[CH:19][CH:20]=2)[O:15]1)(=[O:43])[CH3:42]. Procedure: To a mixture of 4-(3-bromo-4,5-dimethoxyphenyl)-7-dimethylamino-2-hydroxy-chroman (9 mg, 0.022 mmol), dimethylamino-pyridine (catalytic) and pyridine (0.1 ml) in dichloromethane at 0° C. was added acetic anhydride (0.05 ml). The mixture was stirred overnight at room temperature. To the mixture was added ice and the mixture was extracted with dichloromethane. The extract was washed with 1N HCl, saturated NaHCO3 and saturated sodium chloride solution, dried and the solvent was evaporated. The titl... Starting materials: [N+](=O)([O-])C1=C(C=C(C=C1)N1CCNCC1)C1OCCO1 (2-(2-Nitro-5-piperazinylphenyl)-1,3-dioxolane), COC=1C=C(C(=O)Cl)C=CC1OC (3,4-dimethoxybenzoyl chloride), N1=CC=CC=C1 (pyridine). Run in ClCCl (dichloromethane). Reaction conditions: time 8 hour. Product: [N+](=O)([O-])C1=C(C=C(C=C1)N1CCN(CC1)C(C1=CC(=C(C=C1)OC)OC)=O)C1OCCO1 (2-[2-nitro-5-[4-(3,4-dimethoxybenzoyl)piperazinyl]phenyl]-1,3-dioxolane). Reaction SMILES: [N+:1]([C:4]1[CH:9]=[CH:8][C:7]([N:10]2[CH2:15][CH2:14][NH:13][CH2:12][CH2:11]2)=[CH:6][C:5]=1[CH:16]1[O:20][CH2:19][CH2:18][O:17]1)([O-:3])=[O:2].[CH3:21][O:22][C:23]1[CH:24]=[C:25]([CH:29]=[CH:30][C:31]=1[O:32][CH3:33])[C:26](Cl)=[O:27].N1C=CC=CC=1>ClCCl>[N+:1]([C:4]1[CH:9]=[CH:8][C:7]([N:10]2[CH2:15][CH2:14][N:13]([C:26](=[O:27])[C:25]3[CH:29]=[CH:30][C:31]([O:32][CH3:33])=[C:23]([O:22][CH3:21])[CH:24]=3)[CH2:12][CH2:11]2)=[CH:6][C:5]=1[CH:16]1[O:20][CH2:19][CH2:18][O:17]1)([O-:3])=[O:2]. Procedure details: 2-(2-Nitro-5-piperazinylphenyl)-1,3-dioxolane (6.63 g, 24 mmol) was added portionwise over 1 hour to a stirred solution of 3,4-dimethoxybenzoyl chloride (4.76 g, 24 mmol) and pyridine (4.04 g, 48 mmol) in dry dichloromethane (200 mL). The mixture was stirred overnight at room temperature, washed twice with water and concentrated in vacuo to provide 2-[2-nitro-5-[4-(3,4-dimethoxybenzoyl)piperazinyl]phenyl]-1,3-dioxolane used without further purification below. Starting materials: COc1ccc(C2CCCc3cc(O[Si](C)(C)C(C)(C)C)ccc3C2)c(CCN)c1, CCN(Cc1ccc(OCCN2CCCCC2)cc1)c1cc(OC)ccc1C1CCCc2cc(O[Si](C)(C)C(C)(C)C)ccc2C1, Cl, O=C(O)c1ccc(OCCN2CCCCC2)cc1. The product is CCN(Cc1ccc(OCCN2CCCCC2)cc1)c1cc(OC)ccc1C1CCCc2cc(O)ccc2C1. Reaction SMILES: [C:1]([Si:2]([CH3:3])([CH3:4])[O:5][c:6]1[cH:7][cH:8][c:9]2[c:26]([cH:27]1)[CH2:25][CH2:24][CH2:23][CH:11]([c:12]1[cH:13][cH:14][c:15]([O:16][CH3:17])[cH:18][c:19]1[CH2:20][CH2:21][NH2:22])[CH2:10]2)([CH3:28])([CH3:29])[CH3:30].[C:50]([Si:51]([CH3:52])([CH3:53])[O:55][c:56]1[cH:57][cH:58][c:59]2[c:60]([cH:93]1)[CH2:61][CH2:62][CH2:63][CH:64]([c:66]1[c:67]([N:74]([CH2:75][c:76]3[cH:77][cH:78][c:79]([O:82][CH2:83][CH2:84][N:85]4[CH2:86][CH2:87][CH2:88][CH2:89][CH2:90]4)[cH:80][cH:81]3)[CH2:91][CH3:92])[cH:68][c:69]([O:72][CH3:73])[cH:70][cH:71]1)[CH2:65]2)([CH3:54])([CH3:94])[CH3:95].[ClH:31].[N:32]1([CH2:33][CH2:34][O:35][c:36]2[cH:37][cH:38][c:39]([C:40]([OH:41])=[O:42])[cH:43][cH:44]2)[CH2:45][CH2:46][CH2:47][CH2:48][CH2:49]1>>[OH:55][c:56]1[cH:57][cH:58][c:59]2[c:60]([cH:93]1)[CH2:61][CH2:62][CH2:63][CH:64]([c:66]1[c:67]([N:74]([CH2:75][c:76]3[cH:77][cH:78][c:79]([O:82][CH2:83][CH2:84][N:85]4[CH2:86][CH2:87][CH2:88][CH2:89][CH2:90]4)[cH:80][cH:81]3)[CH2:91][CH3:92])[cH:68][c:69]([O:72][CH3:73])[cH:70][cH:71]1)[CH2:65]2. The reactants are NC(C=1C=C(SC1C)C(=O)OC)=S (methyl 4-(aminothioxomethyl)-5-methylthiophene-2-carboxylate), BrCC(=O)C1=CC=CC=C1 (2-bromoacetophenone). The product is CC1=C(C=C(S1)C(=O)OC)C=1SC=C(N1)C1=CC=CC=C1 (Methyl 5-methyl-4-(4-phenyl(1,3-thiazol-2-yl))thiophene-2-carboxylate). As a reaction SMILES: [NH2:1][C:2](=[S:13])[C:3]1[CH:4]=[C:5]([C:9]([O:11][CH3:12])=[O:10])[S:6][C:7]=1[CH3:8].Br[CH2:15][C:16]([C:18]1[CH:23]=[CH:22][CH:21]=[CH:20][CH:19]=1)=O>>[CH3:8][C:7]1[S:6][C:5]([C:9]([O:11][CH3:12])=[O:10])=[CH:4][C:3]=1[C:2]1[S:13][CH:15]=[C:16]([C:18]2[CH:23]=[CH:22][CH:21]=[CH:20][CH:19]=2)[N:1]=1. Procedure details: A solution of 200 mg (0.93 mmol) of methyl 4-(aminothioxomethyl)-5-methylthiophene-2-carboxylate was reacted with 185 mg (0.93 mmol) of 2-bromoacetophenone in a manner similar to Example 8, step (a) to give, after purification by preparative thin layer chromatography eluting with hexanes:ethyl acetate 7/3 (v:v), a mixture of methyl 5-methyl-4-(4-phenyl(1,3-thiazol-2-yl))thiophene-2-carboxylate and methyl 4-cyano-5-methylthiophene-2-carboxylate (96 mg, 36%) as a solid.